From a dataset of the Open Reaction Database (ORD), a public repository of structured organic reaction records. describe an organic reaction: reactants, conditions, products, and yield The reactants are C1CCOC1, CN1C(=O)CC(c2ccccc2)C1C(=O)c1ccc(-c2ccccc2)s1, O. The product is CN1C(=O)CC(c2ccccc2)C1C(O)c1ccc(-c2ccccc2)s1. RXN SMILES: [CH2:28]1[O:29][CH2:30][CH2:31][CH2:32]1.[CH3:1][N:2]1[C:3](=[O:26])[CH2:4][CH:5]([c:20]2[cH:21][cH:22][cH:23][cH:24][cH:25]2)[CH:6]1[C:7](=[O:8])[c:9]1[s:10][c:11](-[c:14]2[cH:15][cH:16][cH:17][cH:18][cH:19]2)[cH:12][cH:13]1.[OH2:27]>>[CH3:1][N:2]1[C:3](=[O:26])[CH2:4][CH:5]([c:20]2[cH:21][cH:22][cH:23][cH:24][cH:25]2)[CH:6]1[CH:7]([OH:8])[c:9]1[s:10][c:11](-[c:14]2[cH:15][cH:16][cH:17][cH:18][cH:19]2)[cH:12][cH:13]1. Reactants: BrC=1C=CC2=C(C(OC(N2CC2=CC=C(C=C2)OC)=O)(C(F)(F)F)CNC(C2=CC=C(C=C2)F)=O)C1 (N-{[6-bromo-1-(4-methoxybenzyl)-2-oxo-4-(trifluoromethyl)-1,4-dihydro-2H-3,1-benzoxazin-4-yl]methyl}-4-fluorobenzamide), CN(C)C=O (DMF), C(C1=CC=CC=C1)OCN1N=CN=C1 (1-[(benzyloxy)methyl]-1H-1,2,4-triazole), C(CCC)[Li] (n-butyl lithium). The reagents and catalysts are [Br-].[Zn+2].[Br-] (zinc bromide), C=1C=CC(=CC1)[P](C=2C=CC=CC2)(C=3C=CC=CC3)[Pd]([P](C=4C=CC=CC4)(C=5C=CC=CC5)C=6C=CC=CC6)([P](C=7C=CC=CC7)(C=8C=CC=CC8)C=9C=CC=CC9)[P](C=1C=CC=CC1)(C=1C=CC=CC1)C=1C=CC=CC1 (tetrakis(triphenylphosphine)palladium). The solvent is C(C)(=O)OCC (ethyl acetate), O (water), C1CCOC1 (THF), C1CCOC1 (THF). Run at time 10 minute. Yields the product FC1=CC=C(C(=O)NCC2(OC(NC3=C2C=C(C=C3)C3=NC=NN3)=O)C(F)(F)F)C=C1 (4-fluoro-N-{[2-oxo-6-(1H-1,2,4-triazol-5-yl)-4-(trifluoromethyl)-1,4-dihydro-2H-3,1-benzoxazin-4-yl]methyl}benzamide). The yield is 95.5%. As a reaction SMILES: C(OC[N:10]1[CH:14]=[N:13][CH:12]=[N:11]1)C1C=CC=CC=1.C([Li])CCC.Br[C:21]1[CH:22]=[CH:23][C:24]2[N:29](CC3C=CC(OC)=CC=3)[C:28](=[O:39])[O:27][C:26]([CH2:44][NH:45][C:46](=[O:54])[C:47]3[CH:52]=[CH:51][C:50]([F:53])=[CH:49][CH:48]=3)([C:40]([F:43])([F:42])[F:41])[C:25]=2[CH:55]=1.CN(C=O)C>C1COCC1.C(OCC)(=O)C.O.[Br-].[Zn+2].[Br-].C1C=CC([P]([Pd]([P](C2C=CC=CC=2)(C2C=CC=CC=2)C2C=CC=CC=2)([P](C2C=CC=CC=2)(C2C=CC=CC=2)C2C=CC=CC=2)[P](C2C=CC=CC=2)(C2C=CC=CC=2)C2C=CC=CC=2)(C2C=CC=CC=2)C2C=CC=CC=2)=CC=1>[F:53][C:50]1[CH:51]=[CH:52][C:47]([C:46]([NH:45][CH2:44][C:26]2([C:40]([F:41])([F:42])[F:43])[C:25]3[CH:55]=[C:21]([C:12]4[NH:11][N:10]=[CH:14][N:13]=4)[CH:22]=[CH:23][C:24]=3[NH:29][C:28](=[O:39])[O:27]2)=[O:54])=[CH:48][CH:49]=1 |f:7.8.9,^1:79,81,100,119|. Reported procedure: To a stirring and cooling solution of 1-[(benzyloxy)methyl]-1H-1,2,4-triazole (41.7 mg, 0.22 mmol) in THF (0.3 mL) at −78° C., n-butyl lithium (92 μL, 2.4 M hexane solution) was added dropwise thereto. After the reaction solution was stirred at the same temperature for 10 minutes, a solution of zinc bromide (59.5 mg, 0.26 mmol) in THF (0.3 mL) was added thereto at −78° C. The solution was stirred at −78° C. for 20 minutes, and then the temperature of the solution was gradually raised to room tem... The reactants are N1(CCCCC1)CC1=CC(=NC=C1)OC\C=C/CN (4-(4-piperidinomethyl-2-pyridyloxy)-cis-2-butenylamine), ClCCCCC(=O)Cl (5-chlorovaleryl chloride). Product: N1(CCCCC1)CC1=CC(=NC=C1)OC\C=C/CNC(CCCCCl)=O (N-[4-(4-Piperidinomethyl-2-pyridyloxy)-cis-2-butenyl]-5-chloropentanamide). Yield: 93.0%. As a reaction SMILES: [N:1]1([CH2:7][C:8]2[CH:13]=[CH:12][N:11]=[C:10]([O:14][CH2:15]/[CH:16]=[CH:17]\[CH2:18][NH2:19])[CH:9]=2)[CH2:6][CH2:5][CH2:4][CH2:3][CH2:2]1.[Cl:20][CH2:21][CH2:22][CH2:23][CH2:24][C:25](Cl)=[O:26]>>[N:1]1([CH2:7][C:8]2[CH:13]=[CH:12][N:11]=[C:10]([O:14][CH2:15]/[CH:16]=[CH:17]\[CH2:18][NH:19][C:25](=[O:26])[CH2:24][CH2:23][CH2:22][CH2:21][Cl:20])[CH:9]=2)[CH2:6][CH2:5][CH2:4][CH2:3][CH2:2]1. Procedure: Following a procedure similar to that described in Example 67(a), but using 4-(4-piperidinomethyl-2-pyridyloxy)-cis-2-butenylamine and 5-chlorovaleryl chloride as starting materials, in relative proportions similar to those used in that Example, the title compound was obtained as an oil in a 93% yield.